Dataset: the Open Reaction Database (ORD), a public repository of structured organic reaction records. Task: describe an organic reaction: reactants, conditions, products, and yield Reaction SMILES: [OH:1][C:2]1[CH:10]=[CH:9][C:8]2[N:7]([CH3:11])[C:6]3[C:12]4([CH2:25][CH2:26][C:5]=3[C:4]=2[CH:3]=1)[CH2:17][CH2:16][N:15]([CH2:18][C:19]1[CH:24]=[CH:23][CH:22]=[CH:21][CH:20]=1)[CH2:14][CH2:13]4.[CH3:27][N:28]=[C:29]=[O:30]>ClCCl.[Cu]Cl>[CH3:11][N:7]1[C:8]2[CH:9]=[CH:10][C:2]([O:1][C:29]([NH:28][CH3:27])=[O:30])=[CH:3][C:4]=2[C:5]2[CH2:26][CH2:25][C:12]3([CH2:13][CH2:14][N:15]([CH2:18][C:19]4[CH:24]=[CH:23][CH:22]=[CH:21][CH:20]=4)[CH2:16][CH2:17]3)[C:6]1=2. The solvent is ClCCl (dichloromethane). Yields the product CN1C2=C(C=3C=C(C=CC13)OC(=O)NC)CCC21CCN(CC1)CC1=CC=CC=C1 (1,4-Dihydro-4-methyl-7-methylaminocarbonyloxy-1'-phenylmethylspiro[cyclopent[b]indole-3(2H), 4'-piperidine]). Reported procedure: To a solution of 1,4-dihydro-7-hydroxy-4-methyl-1'-phenylmethylspiro[cyclopent[b]indole-3(2H), 4'-piperidine] (0.25 g) and copper (I) chloride (0.01 g) in dichloromethane (10 ml) was added methyl isocyanate (0.04 g), under nitrogen, with stirring. The reaction mixture was stirred for 24 hrs. The mixture was flash chromatographed (neutral alumina) and eluted with 25% ethyl acetate/dichloromethane. The appropriate fractions were collected and concentrated to give 0.2 g (69%) of product, mp 189-190... Yield: 70.7%. Starting materials: OC1=CC=2C3=C(N(C2C=C1)C)C1(CCN(CC1)CC1=CC=CC=C1)CC3 (1,4-dihydro-7-hydroxy-4-methyl-1'-phenylmethylspiro[cyclopent[b]indole-3(2H), 4'-piperidine]), CN=C=O (methyl isocyanate). Reagents/catalysts: [Cu]Cl (copper (I) chloride). Reactants: C1CCOC1, CCOC(=O)c1ccc(C#Cc2ccc3c(c2)C(c2nccs2)=CCC3(C)C)cc1, O. RXN SMILES: [CH2:31]1[O:32][CH2:33][CH2:34][CH2:35]1.[CH3:1][C:2]1([CH3:30])[CH2:3][CH:4]=[C:5]([c:25]2[s:26][cH:27][cH:28][n:29]2)[c:6]2[cH:7][c:8]([C:12]#[C:13][c:14]3[cH:15][cH:16][c:17]([C:18](=[O:19])[O:20][CH2:21][CH3:22])[cH:23][cH:24]3)[cH:9][cH:10][c:11]21.[OH2:36]>>[CH3:1][C:2]1([CH3:30])[CH2:3][CH:4]=[C:5]([c:25]2[s:26][cH:27][cH:28][n:29]2)[c:6]2[cH:7][c:8]([C:12]#[C:13][c:14]3[cH:15][cH:16][c:17]([C:18](=[O:19])[OH:20])[cH:23][cH:24]3)[cH:9][cH:10][c:11]21. Product: CC1(C)CC=C(c2nccs2)c2cc(C#Cc3ccc(C(=O)O)cc3)ccc21. Reactants: N1=CC=CC2=CC=CC=C12 (Quinoline), OC1=C(C=C(C=C1)S(=O)(=O)C)C(C)=O (1-(2-hydroxy-5-methanesulfonyl-phenyl)-ethanone), CN(C)C=O (DMF), C(=O)([O-])[O-].[Cs+].[Cs+] (Cs2CO3). Solvent: [NH4+].[Cl-] (NH4Cl). Reaction conditions: time 12 hour. The product is CS(=O)(=O)C=1C=CC(=C(C1)C(C)=O)OCC1=CC(=CC=C1)C=1C=C(C=C2C=CC=NC12)C(C)(C)S(=O)(=O)C (1-(5-Methanesulfonyl-2-{3-[6-(1-methanesulfonyl-1-methylethyl)-quinolin-8-yl]-benzyloxy}-phenyl)-ethanone). Reaction SMILES: N1[C:10]2[C:5](=[CH:6][CH:7]=[CH:8][CH:9]=2)[CH:4]=[CH:3][CH:2]=1.O[C:12]1[CH:17]=[CH:16][C:15]([S:18]([CH3:21])(=[O:20])=[O:19])=[CH:14][C:13]=1[C:22](=[O:24])[CH3:23].[C:25]([O-:28])([O-])=O.[Cs+].[Cs+].[CH3:31][N:32]([CH:34]=O)C>[NH4+].[Cl-]>[CH3:21][S:18]([C:15]1[CH:16]=[CH:17][C:12]([O:28][CH2:25][C:7]2[CH:8]=[CH:9][CH:10]=[C:5]([C:4]3[CH:3]=[C:2]([C:15]([S:18]([CH3:21])(=[O:20])=[O:19])([CH3:16])[CH3:14])[CH:17]=[C:12]4[C:31]=3[N:32]=[CH:34][CH:22]=[CH:13]4)[CH:6]=2)=[C:13]([C:22](=[O:24])[CH3:23])[CH:14]=1)(=[O:20])=[O:19] |f:2.3.4,6.7|. Reported procedure: To solution of Quinoline 12 (1.0 eq) and 1-(2-hydroxy-5-methanesulfonyl-phenyl)-ethanone (1.08 eq) (from the procedure described in Synthesis, 1982, 11, 940) in DMF (0.05M) was added Cs2CO3 (1.08 eq). The mixture was stirred for 12 h then poured in saturated aqueous NH4Cl and extracted with EtOAc (2×). The combined organic extracts were washed with brine, dried over MgSO4, filtered and concentrated. Flash chromatography (CH2Cl2:EtOAc; 50 to 100%) afforded the title compound as a white solid. Reactants: O (water), C(C1=CC=CC=C1)Br (Benzyl bromide), BrC1=CC(=C(C=O)C=C1)O (4-bromo-2-hydroxybenzaldehyde), C([O-])([O-])=O.[K+].[K+] (potassium carbonate). The solvent is CN(C)C=O (DMF). Conditions: time 10 hour. Yields the product C(C1=CC=CC=C1)OC1=C(C=O)C=CC(=C1)Br (2-benzyloxy-4-bromobenzaldehyde). Reaction SMILES: [CH2:1](Br)[C:2]1[CH:7]=[CH:6][CH:5]=[CH:4][CH:3]=1.[Br:9][C:10]1[CH:17]=[CH:16][C:13]([CH:14]=[O:15])=[C:12]([OH:18])[CH:11]=1.C(=O)([O-])[O-].[K+].[K+].O>CN(C=O)C>[CH2:1]([O:18][C:12]1[CH:11]=[C:10]([Br:9])[CH:17]=[CH:16][C:13]=1[CH:14]=[O:15])[C:2]1[CH:7]=[CH:6][CH:5]=[CH:4][CH:3]=1 |f:2.3.4|. Procedure: Benzyl bromide (1.35 ml) was added to a mixture of 4-bromo-2-hydroxybenzaldehyde (2.07 g) and potassium carbonate (1.38 g) in DMF (20 ml) and the mixture was stirred at ambient temperature for 10 hours. The reaction mixture was poured into water (50 ml) to give 2-benzyloxy-4-bromobenzaldehyde as a solid which was filtered and dried, yield 2.88 g. The material was used in subsequent reactions without purification. Reactants: CCO, CCOC(C)=O, ClC(Cl)Cl, Cl, N=C(N)c1ccc(C(F)(F)F)cc1, O=[N+]([O-])c1ccc(-c2ccnc(-c3ccc(C(F)(F)F)cc3)n2)cc1, [Na], O, O. Yields the product Nc1ccc(-c2ccnc(-c3ccc(C(F)(F)F)cc3)n2)cc1. Reaction SMILES: [CH3:43][CH2:44][OH:45].[CH3:50][CH2:51][O:52][C:53]([CH3:54])=[O:55].[CH:46]([Cl:47])([Cl:48])[Cl:49].[ClH:29].[F:30][C:31]([F:32])([F:33])[c:34]1[cH:35][cH:36][c:37]([C:38]([NH2:39])=[NH:40])[cH:41][cH:42]1.[N+:1]([O-:2])(=[O:3])[c:4]1[cH:5][cH:6][c:7](-[c:10]2[n:11][c:12](-[c:16]3[cH:17][cH:18][c:19]([C:22]([F:23])([F:24])[F:25])[cH:20][cH:21]3)[n:13][cH:14][cH:15]2)[cH:8][cH:9]1.[Na:26].[OH2:27].[OH2:28]>>[NH2:1][c:4]1[cH:5][cH:6][c:7](-[c:10]2[n:11][c:12](-[c:16]3[cH:17][cH:18][c:19]([C:22]([F:23])([F:24])[F:25])[cH:20][cH:21]3)[n:13][cH:14][cH:15]2)[cH:8][cH:9]1. Conditions: temperature 85 celsius. Reported procedure: To a stirred solution of D7 (1.6 g, 8.1 mmol) in dimethylformamide (50 ml) at 0° C., under nitrogen, was added NaH (60% in oil; 390 mg, 8.1 mmol) portionwise. The reaction mixture was stirred for 1 h, before 4-(toluene-4-sulfonyloxy)-piperidine-1-carboxylic acid tert-butyl ester (2.9 g, 8.1 mmol), dissolved in dimethylformamide (10 ml), was added dropwise. The reaction mixture was then heated between 80-90° C. for 6 hours. After cooling to room temperature, the solvents were evaporated in vacuo.... The yield is 35.7%. Starting materials: ClC1=C(N=NC(=C1)C(F)(F)F)N (4-Chloro-6-trifluoromethyl-3-pyridazinamine), [H-].[Na+] (NaH), C(C)(C)(C)OC(=O)N1CCC(CC1)OS(=O)(=O)C1=CC=C(C=C1)C (4-(toluene-4-sulfonyloxy)-piperidine-1-carboxylic acid tert-butyl ester). The solvent is CN(C=O)C (dimethylformamide), CN(C=O)C (dimethylformamide). Reaction SMILES: [Cl:1][C:2]1[CH:7]=[C:6]([C:8]([F:11])([F:10])[F:9])[N:5]=[N:4][C:3]=1[NH2:12].[H-].[Na+].[C:15]([O:19][C:20]([N:22]1[CH2:27][CH2:26][CH:25](OS(C2C=CC(C)=CC=2)(=O)=O)[CH2:24][CH2:23]1)=[O:21])([CH3:18])([CH3:17])[CH3:16]>CN(C)C=O>[Cl:1][C:2]1[CH:7]=[C:6]([C:8]([F:10])([F:9])[F:11])[N:5]=[N:4][C:3]=1[NH:12][CH:25]1[CH2:26][CH2:27][N:22]([C:20]([O:19][C:15]([CH3:18])([CH3:17])[CH3:16])=[O:21])[CH2:23][CH2:24]1 |f:1.2|. The product is ClC1=C(N=NC(=C1)C(F)(F)F)NC1CCN(CC1)C(=O)OC(C)(C)C (tert-butyl 4-{[4-chloro-6-(trifluoromethyl)pyridazin-3-yl]amino}piperidine-1-carboxylate).